This data is from the Open Reaction Database (ORD), a public repository of structured organic reaction records. The task is: describe an organic reaction: reactants, conditions, products, and yield Starting materials: COc1ccc([N+](=O)[O-])cc1Br, CCOC(C)=O, Cl, CN(C)C=O. The product is O=[N+]([O-])c1ccc(O)c(Br)c1. Reaction SMILES: [Br:1][c:2]1[c:3]([O:11][CH3:12])[cH:4][cH:5][c:6]([N+:8](=[O:9])[O-:10])[cH:7]1.[CH3:18][CH2:19][O:20][C:21]([CH3:22])=[O:23].[ClH:24].[O:13]=[CH:14][N:15]([CH3:16])[CH3:17]>>[Br:1][c:2]1[c:3]([OH:11])[cH:4][cH:5][c:6]([N+:8](=[O:9])[O-:10])[cH:7]1. The reactants are CC(C)(C)OC(=O)NC1CCN(CC(F)(F)F)CC1, C1COCCO1. Yields the product NC1CCN(CC(F)(F)F)CC1. RXN SMILES: [C:1]([O:2][C:3](=[O:4])[NH:7][CH:8]1[CH2:9][CH2:10][N:11]([CH2:14][C:15]([F:16])([F:17])[F:18])[CH2:12][CH2:13]1)([CH3:5])([CH3:6])[CH3:19].[O:20]1[CH2:21][CH2:22][O:23][CH2:24][CH2:25]1>>[NH2:7][CH:8]1[CH2:9][CH2:10][N:11]([CH2:14][C:15]([F:16])([F:17])[F:18])[CH2:12][CH2:13]1. Reactants: OCCBr, O=C([O-])[O-], Cc1nc(N2CCc3ccccc3CC2)c(C#N)c(=O)[nH]1, CC#N, [K+], [K+]. RXN SMILES: [Br:22][CH2:23][CH2:24][OH:25].[C:26](=[O:27])([O-:28])[O-:29].[CH3:1][c:2]1[nH:3][c:4](=[O:21])[c:5]([C:19]#[N:20])[c:6]([N:8]2[CH2:9][CH2:10][c:11]3[c:12]([cH:15][cH:16][cH:17][cH:18]3)[CH2:13][CH2:14]2)[n:7]1.[CH3:32][C:33]#[N:34].[K+:30].[K+:31]>>[CH3:1][c:2]1[n:3][c:4]([O:21][CH2:23][CH2:24][OH:25])[c:5]([C:19]#[N:20])[c:6]([N:8]2[CH2:9][CH2:10][c:11]3[c:12]([cH:15][cH:16][cH:17][cH:18]3)[CH2:13][CH2:14]2)[n:7]1. The product is Cc1nc(OCCO)c(C#N)c(N2CCc3ccccc3CC2)n1.